The task is: describe an organic reaction: reactants, conditions, products, and yield. This data is from the Open Reaction Database (ORD), a public repository of structured organic reaction records. Starting materials: C(C)(C)(C)C1=NN(C(=C1)OCC1=CC=C(C=C1)C(=O)OC)CC1=CC=C(C(=O)OC)C=C1 (methyl 4-[(3-tert-butyl-5-{[4-(methoxycarbonyl)benzyl]oxy}-1H-pyrazol-1-yl)methyl]benzoate). Reagents/catalysts: [C].[Pd] (palladium-carbon). Run in O1CCCC1 (tetrahydrofuran). Reaction conditions: time 8 hour. Yields the product C(C)(C)(C)C1=NN(C(C1)=O)CC1=CC=C(C(=O)OC)C=C1 (methyl 4-[(3-tert-butyl-5-oxo-4,5-dihydro-1H-pyrazol-1-yl)methyl]benzoate). The yield is 81.2%. Reaction SMILES: [C:1]([C:5]1[CH:9]=[C:8]([O:10]CC2C=CC(C(OC)=O)=CC=2)[N:7]([CH2:22][C:23]2[CH:32]=[CH:31][C:26]([C:27]([O:29][CH3:30])=[O:28])=[CH:25][CH:24]=2)[N:6]=1)([CH3:4])([CH3:3])[CH3:2]>[C].[Pd].O1CCCC1>[C:1]([C:5]1[CH2:9][C:8](=[O:10])[N:7]([CH2:22][C:23]2[CH:24]=[CH:25][C:26]([C:27]([O:29][CH3:30])=[O:28])=[CH:31][CH:32]=2)[N:6]=1)([CH3:4])([CH3:2])[CH3:3] |f:1.2|. Procedure details: A mixture of methyl 4-[(3-tert-butyl-5-{[4-(methoxycarbonyl)benzyl]oxy}-1H-pyrazol-1-yl)methyl]benzoate (6.90 g, 15.8 mmol), 10% palladium-carbon (50% water-containing product, 0.35 g) and tetrahydrofuran (50 mL) was stirred overnight at room temperature under a hydrogen atmosphere. The catalyst was filtered off and the obtained filtrate was concentrated to give the title compound (3.70 g, yield 81%) as colorless crystals. melting point 161-162° C. Starting materials: ICC (1-iodoethane), C(CCCCCC)NC(N(C)C=1C=C(C=CC1)C1=C(C=C(C=C1)CCC(=O)OC)O)=O (methyl 3-[3′-(3-heptyl-1-methylureido)-2-hydroxybiphenyl-4-yl]propanoate), C([O-])([O-])=O.[K+].[K+] (potassium carbonate). The solvent is C(C)C(=O)C (methyl ethyl ketone). Yields the product C(C)OC1=C(C=CC(=C1)CCC(=O)OC)C1=CC(=CC=C1)N(C(=O)NCCCCCCC)C (methyl 3-[2-ethoxy-3′-(3-heptyl-1-methylureido)biphenyl-4-yl]propanoate). Reaction SMILES: I[CH2:2][CH3:3].[CH2:4]([NH:11][C:12](=[O:34])[N:13]([C:15]1[CH:16]=[C:17]([C:21]2[CH:26]=[CH:25][C:24]([CH2:27][CH2:28][C:29]([O:31][CH3:32])=[O:30])=[CH:23][C:22]=2[OH:33])[CH:18]=[CH:19][CH:20]=1)[CH3:14])[CH2:5][CH2:6][CH2:7][CH2:8][CH2:9][CH3:10].C(=O)([O-])[O-].[K+].[K+]>C(C(C)=O)C>[CH2:2]([O:33][C:22]1[CH:23]=[C:24]([CH2:27][CH2:28][C:29]([O:31][CH3:32])=[O:30])[CH:25]=[CH:26][C:21]=1[C:17]1[CH:18]=[CH:19][CH:20]=[C:15]([N:13]([CH3:14])[C:12]([NH:11][CH2:4][CH2:5][CH2:6][CH2:7][CH2:8][CH2:9][CH3:10])=[O:34])[CH:16]=1)[CH3:3] |f:2.3.4|. Procedure: In a manner similar to that of Example (25a), by reaction of 200 μL (2.46 mmol, 3 eq) of 1-iodoethane and 350 mg (0.82 mmol, 1 eq) of methyl 3-[3′-(3-heptyl-1-methylureido)-2-hydroxybiphenyl-4-yl]propanoate (prepared in Example 15f) in 6 ml of methyl ethyl ketone in the presence of 500 mg (3.61 mmol, 4.4 eq) of potassium carbonate at 80° C. for 5 hours, methyl 3-[2-ethoxy-3′-(3-heptyl-1-methylureido)biphenyl-4-yl]propanoate is obtained in oil form and is used in the following reaction without fu...